From a dataset of the Open Reaction Database (ORD), a public repository of structured organic reaction records. describe an organic reaction: reactants, conditions, products, and yield The reactants are N#Cc1ccc(C(=O)Cl)cc1, C1CCOC1, CC(N)(C#N)Cn1cc2c(Cl)cc(Cl)c(Cl)c2n1. Product: CC(C#N)(Cn1cc2c(Cl)cc(Cl)c(Cl)c2n1)NC(=O)c1ccc(C#N)cc1. Reaction SMILES: [C:1](#[N:2])[c:3]1[cH:4][cH:5][c:6]([C:7](=[O:8])[Cl:9])[cH:10][cH:11]1.[CH2:30]1[O:31][CH2:32][CH2:33][CH2:34]1.[NH2:12][C:13]([C:14]#[N:15])([CH2:16][n:17]1[n:18][c:19]2[c:20]([Cl:28])[c:21]([Cl:27])[cH:22][c:23]([Cl:26])[c:24]2[cH:25]1)[CH3:29]>>[C:1](#[N:2])[c:3]1[cH:4][cH:5][c:6]([C:7](=[O:8])[NH:12][C:13]([C:14]#[N:15])([CH2:16][n:17]2[n:18][c:19]3[c:20]([Cl:28])[c:21]([Cl:27])[cH:22][c:23]([Cl:26])[c:24]3[cH:25]2)[CH3:29])[cH:10][cH:11]1. Reactants: N#Cc1ccc(-c2ccc(O)cc2)cc1, O=C([O-])[O-], C=CCBr, CCC(C)=O, [K+], [K+], O. Product: C=CCOc1ccc(-c2ccc(C#N)cc2)cc1. Reaction SMILES: [C:1](#[N:2])[c:3]1[cH:4][cH:5][c:6](-[c:9]2[cH:10][cH:11][c:12]([OH:15])[cH:13][cH:14]2)[cH:7][cH:8]1.[C:20](=[O:21])([O-:22])[O-:23].[CH2:16]([CH:17]=[CH2:18])[Br:19].[CH3:26][C:27](=[O:28])[CH2:29][CH3:30].[K+:24].[K+:25].[OH2:31]>>[C:1](#[N:2])[c:3]1[cH:4][cH:5][c:6](-[c:9]2[cH:10][cH:11][c:12]([O:15][CH2:18][CH:17]=[CH2:16])[cH:13][cH:14]2)[cH:7][cH:8]1. Reactants: FC1=CC=C(C=C1)NC(NC1=CC=C(C=C1)C1=CC=C2CN(C(C2=C1)=O)[C@H](C(=O)O)C(C)C)=O ((S)-2-(6-(4-(3-(4-Fluorophenyl)ureido)phenyl)-1-oxoisoindolin-2-yl)-3-methyl butanoic acid), C(#N)C=1C=C(C=CC1)NC(NC1=CC=C(C=C1)C1=CC=C2CN(C(C2=C1)=O)[C@H](C(=O)OC)C(C)C)=O ((S)-Methyl 2-(6-(4-(3-(3-cyanophenyl)ureido)phenyl)-1-oxoisoindolin-2-yl)-3-methylbutanoate). Product: C(#N)C=1C=C(C=CC1)NC(NC1=CC=C(C=C1)C1=CC=C2CN(C(C2=C1)=O)[C@H](C(=O)O)C(C)C)=O ((S)-2-(6-(4-(3-(3-Cyanophenyl)ureido)phenyl)-1-oxoisoindolin-2-yl)-3-methyl butanoic acid). The yield is 84.0%. RXN SMILES: FC1C=CC(NC(=O)NC2C=CC(C3C=C4C(CN([C@@H](C(C)C)C(O)=O)C4=O)=CC=3)=CC=2)=CC=1.[C:35]([C:37]1[CH:38]=[C:39]([NH:43][C:44](=[O:70])[NH:45][C:46]2[CH:51]=[CH:50][C:49]([C:52]3[CH:60]=[C:59]4[C:55]([CH2:56][N:57]([C@@H:62]([CH:67]([CH3:69])[CH3:68])[C:63]([O:65]C)=[O:64])[C:58]4=[O:61])=[CH:54][CH:53]=3)=[CH:48][CH:47]=2)[CH:40]=[CH:41][CH:42]=1)#[N:36]>>[C:35]([C:37]1[CH:38]=[C:39]([NH:43][C:44](=[O:70])[NH:45][C:46]2[CH:47]=[CH:48][C:49]([C:52]3[CH:60]=[C:59]4[C:55]([CH2:56][N:57]([C@@H:62]([CH:67]([CH3:68])[CH3:69])[C:63]([OH:65])=[O:64])[C:58]4=[O:61])=[CH:54][CH:53]=3)=[CH:50][CH:51]=2)[CH:40]=[CH:41][CH:42]=1)#[N:36]. Procedure details: The compound of example 42 was prepared analogous to compound of example 8 by hydrolysis of compound of example 41. Reactants: CC(=O)Nc1ccc(C(=O)C=C2CCN(Cc3ccccc3)CC2)cc1, CC(=O)Nc1ccc(C(=O)CC2=CCN(Cc3ccccc3)CC2)cc1, CCO, Cc1ccccc1, O=[Pt]. Yields the product CC(=O)Nc1ccc(C(=O)CC2CCN(Cc3ccccc3)CC2)cc1. RXN SMILES: [C:1]([CH3:2])(=[O:3])[NH:4][c:5]1[cH:6][cH:7][c:8]([C:11]([CH:12]=[C:13]2[CH2:14][CH2:15][N:16]([CH2:19][c:20]3[cH:21][cH:22][cH:23][cH:24][cH:25]3)[CH2:17][CH2:18]2)=[O:26])[cH:9][cH:10]1.[C:27]([NH:28][c:29]1[cH:30][cH:31][c:32]([C:33](=[O:34])[CH2:35][C:36]2=[CH:48][CH2:47][N:39]([CH2:40][c:41]3[cH:42][cH:43][cH:44][cH:45][cH:46]3)[CH2:38][CH2:37]2)[cH:49][cH:50]1)(=[O:51])[CH3:52].[CH3:53][CH2:54][OH:55].[CH3:56][c:57]1[cH:58][cH:59][cH:60][cH:61][cH:62]1.[Pt:63]=[O:64]>>[C:1]([CH3:2])(=[O:3])[NH:4][c:5]1[cH:6][cH:7][c:8]([C:11]([CH2:12][CH:13]2[CH2:14][CH2:15][N:16]([CH2:19][c:20]3[cH:21][cH:22][cH:23][cH:24][cH:25]3)[CH2:17][CH2:18]2)=[O:26])[cH:9][cH:10]1. Starting materials: [H-].[Na+] (Sodium hydride), ClC1=C2C=CNC(C2=CC=C1Cl)=O (5,6-dichloro-1(2H)-isoquinolinone), BrCC1CCN(CC1)C(=O)OC(C)(C)C (tert-butyl 4-(bromomethyl)piperidine-1-carboxylate). Solvent: C(C)(=O)OCC (ethyl acetate), CN(C=O)C (N,N-dimethylformamide). Conditions: time 1 hour. Product: ClC1=C2C=CN(C(C2=CC=C1Cl)=O)CC1CCN(CC1)C(=O)OC(C)(C)C (tert-butyl 4-[(5,6-dichloro-1-oxo-2(1H)-isoquinolinyl)methyl]-1-piperidinecarboxylate). Yield: 37.2%. As a reaction SMILES: [H-].[Na+].[Cl:3][C:4]1[C:13]([Cl:14])=[CH:12][CH:11]=[C:10]2[C:5]=1[CH:6]=[CH:7][NH:8][C:9]2=[O:15].Br[CH2:17][CH:18]1[CH2:23][CH2:22][N:21]([C:24]([O:26][C:27]([CH3:30])([CH3:29])[CH3:28])=[O:25])[CH2:20][CH2:19]1>CN(C)C=O.C(OCC)(=O)C>[Cl:3][C:4]1[C:13]([Cl:14])=[CH:12][CH:11]=[C:10]2[C:5]=1[CH:6]=[CH:7][N:8]([CH2:17][CH:18]1[CH2:23][CH2:22][N:21]([C:24]([O:26][C:27]([CH3:28])([CH3:30])[CH3:29])=[O:25])[CH2:20][CH2:19]1)[C:9]2=[O:15] |f:0.1|. Procedure details: Sodium hydride (95% dispersion in mineral oil, 0.026 g) was added to a room temperature suspension of the compound prepared in Example 75 (0.07 g) in N,N-dimethylformamide (10 mL). The reaction mixture was stirred at room temperature for one hour and then tert-butyl 4-(bromomethyl)piperidine-1-carboxylate (0.14 g) added to the system. The reaction mixture was heated at 80° C. overnight, then cooled to room temperature, diluted with ethyl acetate and washed sequentially with a saturated aqueous s... Reactants: C(C)(C)(C)OC(=O)N1CC(CC1)N1C(=NC2=C1C=CC(=C2)Cl)CCl (3-(5-chloro-2-chloromethyl-benzoimidazol-1-yl)-pyrrolidine-1-carboxylic acid tert-butyl ester), CS(=O)(=O)C1=NNC2=CN=CC=C21 (3-methanesulfonyl-1H-pyrazolo[3,4-c]pyridine), CS(=O)(=O)C1=NNC2=CN=CC=C21 (3-(methylsulfonyl)-1H-pyrazolo[3,4-c]pyridine). Product: C(C)(C)(C)OC(=O)N1CC(CC1)N1C(=NC2=C1C=CC(=C2)Cl)CN2N=C(C=1C2=CN=CC1)S(=O)(=O)C (3-[5-Chloro-2-(3-methanesulfonyl-pyrazolo[3,4-c]pyridin-1-ylmethyl)-benzoimidazol-1-yl]-pyrrolidine-1-carboxylic acid tert-butyl ester). As a reaction SMILES: [C:1]([O:5][C:6]([N:8]1[CH2:12][CH2:11][CH:10]([N:13]2[C:17]3[CH:18]=[CH:19][C:20]([Cl:22])=[CH:21][C:16]=3[N:15]=[C:14]2[CH2:23]Cl)[CH2:9]1)=[O:7])([CH3:4])([CH3:3])[CH3:2].[CH3:25][S:26]([C:29]1[C:37]2[C:32](=[CH:33][N:34]=[CH:35][CH:36]=2)[NH:31][N:30]=1)(=[O:28])=[O:27]>>[C:1]([O:5][C:6]([N:8]1[CH2:12][CH2:11][CH:10]([N:13]2[C:17]3[CH:18]=[CH:19][C:20]([Cl:22])=[CH:21][C:16]=3[N:15]=[C:14]2[CH2:23][N:31]2[C:32]3=[CH:33][N:34]=[CH:35][CH:36]=[C:37]3[C:29]([S:26]([CH3:25])(=[O:27])=[O:28])=[N:30]2)[CH2:9]1)=[O:7])([CH3:2])([CH3:3])[CH3:4]. Reported procedure: 3-[5-Chloro-2-(3-methanesulfonyl-pyrazolo[3,4-c]pyridin-1-ylmethyl)-benzoimidazol-1-yl]-pyrrolidine-1-carboxylic acid tert-butyl ester was prepared in analogy to Example 2-1 by using 3-(5-chloro-2-chloromethyl-benzoimidazol-1-yl)-pyrrolidine-1-carboxylic acid tert-butyl ester and 3-methanesulfonyl-1H-pyrazolo[3,4-c]pyridine instead of 5-chloro-2-chloromethyl-1-((S)-1,1-dioxo-tetrahydro-1λ6-thiophen-3-yl)-1H-benzoimidazole and 3-(methylsulfonyl)-1H-pyrazolo[3,4-c]pyridine. MS obsd. (ESI+) [(M+H)+...